This data is from the Open Reaction Database (ORD), a public repository of structured organic reaction records. The task is: describe an organic reaction: reactants, conditions, products, and yield The reactants are C(CCCCC)OC1=CC=2CC(C3=CC(=CC=C3C2C=C1)OCCCCCC)O (2,7-dihexyloxy-9,10-dihydrophenanthren-9-ol), CCN(CC)S(F)(F)F (DAST). Run in ClCCl (dichloromethane). Yields the product FC1C2=CC(=CC=C2C=2C=CC(=CC2C1)OCCCCCC)OCCCCCC (9-Fluoro-2,7-dihexyloxy-9,10-dihydrophenanthrene). RXN SMILES: [CH2:1]([O:7][C:8]1[CH:21]=[CH:20][C:19]2[C:18]3[C:13](=[CH:14][C:15]([O:22][CH2:23][CH2:24][CH2:25][CH2:26][CH2:27][CH3:28])=[CH:16][CH:17]=3)[CH:12](O)[CH2:11][C:10]=2[CH:9]=1)[CH2:2][CH2:3][CH2:4][CH2:5][CH3:6].CCN(S(F)(F)[F:36])CC>ClCCl>[F:36][CH:12]1[CH2:11][C:10]2[CH:9]=[C:8]([O:7][CH2:1][CH2:2][CH2:3][CH2:4][CH2:5][CH3:6])[CH:21]=[CH:20][C:19]=2[C:18]2[C:13]1=[CH:14][C:15]([O:22][CH2:23][CH2:24][CH2:25][CH2:26][CH2:27][CH3:28])=[CH:16][CH:17]=2. Reported procedure: From 2,7-dihexyloxy-9,10-dihydrophenanthren-9-ol by reaction with DAST in abs. dichloromethane. The reactants are ClC=1C=C(C=CC1Cl)N1N=C(C=C1)OCCO (2-(1-(3,4-dichlorophenyl)-1H-pyrazol-3-yloxy)ethanol), O (Water), O1CCN(CC1)CCS(=O)(=O)Cl (2-morpholinoethanesulfonyl chloride), final mixture. Solvent: ClCCl (dichlorometane). Product: O1CCN(CC1)CCS(=O)(=O)OCCOC1=NN(C=C1)C1=CC(=C(C=C1)Cl)Cl (2-(1-(3,4-dichlorophenyl)-1H-pyrazol-3-yloxy)ethyl 2-morpholinoethanesulfonate). Isolated yield 39.4%. Reaction SMILES: [Cl:1][C:2]1[CH:3]=[C:4]([N:9]2[CH:13]=[CH:12][C:11]([O:14][CH2:15][CH2:16][OH:17])=[N:10]2)[CH:5]=[CH:6][C:7]=1[Cl:8].[O:18]1[CH2:23][CH2:22][N:21]([CH2:24][CH2:25][S:26](Cl)(=[O:28])=[O:27])[CH2:20][CH2:19]1.O>ClCCl>[O:18]1[CH2:19][CH2:20][N:21]([CH2:24][CH2:25][S:26]([O:17][CH2:16][CH2:15][O:14][C:11]2[CH:12]=[CH:13][N:9]([C:4]3[CH:5]=[CH:6][C:7]([Cl:8])=[C:2]([Cl:1])[CH:3]=3)[N:10]=2)(=[O:27])=[O:28])[CH2:22][CH2:23]1. Reported procedure: To a solution of 2-(1-(3,4-dichlorophenyl)-1H-pyrazol-3-yloxy)ethanol (154 mg, 0.53 mmol) and tryethylamine (0.22 ml, 1.58 mmol) in dichlorometane (9 ml) was added a solution of 2-morpholinoethanesulfonyl chloride (prepared from 0.69 mmol of 2-morpholinoethanesulfonic acid and 1.14 ml of oxalyl dichloride in dichlorometane at 0° C.) and the final mixture was stirred at room temperature overnight. Water was added, the organic phase separated and the aqueous phase extracted with more dichlorometan... Reactants: OC1CCN(CC1)C (4-hydroxy-1-methylpiperidine), BrC1=CC(=CC(=C1)F)Br (1,3-dibromo-5-fluorobenzene), O (water), [H-].[Na+] (sodium hydride). The solvent is CN(C)C=O (DMF), CN(C)C=O (DMF), CN(C)C=O (DMF). Reaction conditions: time 1 hour. Product: BrC=1C=C(OC2CCN(CC2)C)C=C(C1)Br (4-(3,5-Dibromophenoxy)-1-methylpiperidine). The yield is 53.9%. Reaction SMILES: [H-].[Na+].[OH:3][CH:4]1[CH2:9][CH2:8][N:7]([CH3:10])[CH2:6][CH2:5]1.[Br:11][C:12]1[CH:17]=[C:16](F)[CH:15]=[C:14]([Br:19])[CH:13]=1.O>CN(C=O)C>[Br:11][C:12]1[CH:17]=[C:16]([CH:15]=[C:14]([Br:19])[CH:13]=1)[O:3][CH:4]1[CH2:9][CH2:8][N:7]([CH3:10])[CH2:6][CH2:5]1 |f:0.1|. Procedure: To a suspension of sodium hydride (60% in mineral oil, 600 mg, 15.0 mmol) in DMF (20 mL), at 65° C., was slowly added a solution of 4-hydroxy-1-methylpiperidine (1.15 g, 10 mmol) in DMF (7.0 mL). After stirring for 1 h, a solution of 1,3-dibromo-5-fluorobenzene (1.26 mL, 10.0 mmol) in DMF (7.0 mL) was added and the reaction mixture was stirred at 65° C. for 3 days. The mixture was allowed to cool to ambient temperature then poured into water (100 mL) and extracted with ethyl acetate (150 mL). Th...